This data is from the Open Reaction Database (ORD), a public repository of structured organic reaction records. The task is: describe an organic reaction: reactants, conditions, products, and yield The reactants are CO, COC(=O)c1cccc(N2CC(=O)NS2(=O)=O)c1, [Na+], [OH-], O. The product is O=C1CN(c2cccc(C(=O)O)c2)S(=O)(=O)N1. As a reaction SMILES: [CH3:22][OH:23].[CH3:3][O:4][C:5]([c:6]1[cH:7][c:8]([N:12]2[S:13](=[O:18])(=[O:19])[NH:14][C:15](=[O:17])[CH2:16]2)[cH:9][cH:10][cH:11]1)=[O:20].[Na+:2].[OH-:1].[OH2:21]>>[O:4]=[C:5]([c:6]1[cH:7][c:8]([N:12]2[S:13](=[O:18])(=[O:19])[NH:14][C:15](=[O:17])[CH2:16]2)[cH:9][cH:10][cH:11]1)[OH:20]. Starting materials: C(C)(=O)OCC.CCCCCC (ethyl acetate hexane), CN1C(=NC=C1)N1CCC(CC1)C1=CC=C(C=C1)[N+](=O)[O-] (1-(1-Methylimidazol-2-yl)-4-(4-nitrophenyl)piperidine). Solvent: CO (methanol). The product is NC1=CC=C(C=C1)C1CCN(CC1)C=1N(C=CN1)C (4-(4-Aminophenyl)-1-(1-methylimidazol-2-yl)piperidine). Reaction SMILES: [CH3:1][N:2]1[CH:6]=[CH:5][N:4]=[C:3]1[N:7]1[CH2:12][CH2:11][CH:10]([C:13]2[CH:18]=[CH:17][C:16]([N+:19]([O-])=O)=[CH:15][CH:14]=2)[CH2:9][CH2:8]1.C(OCC)(=O)C.CCCCCC>CO>[NH2:19][C:16]1[CH:17]=[CH:18][C:13]([CH:10]2[CH2:9][CH2:8][N:7]([C:3]3[N:2]([CH3:1])[CH:6]=[CH:5][N:4]=3)[CH2:12][CH2:11]2)=[CH:14][CH:15]=1 |f:1.2|. Reported procedure: Hydrogenation of the product from part (iii) above (0.50 g) in methanol (30 ml) according to the method of Example 1(ii) gave the title compound, (0.43 g), m.p. 187°-188° from ethyl acetate/hexane. Reaction conditions: time 20 hour. The yield is 19.1%. Procedure details: To 66 mg (0.14 mmol) 5-{[(2-chloro-3-fluoro-4-methoxyphenyl)(2-trifluoromethyl-oxiranyl)methyl]amino}-7-fluoro-1H-quinolin-2-on obtained in example 3 and 93 mg (0.29 mmol) Cs2CO3 in 0.6 ml DMF are added 16 μl (0.22 mmol) of ethyl mercaptan in DMF. The mixture is stirred vigorously for 20 hours and water is added. The aqueous layer is extracted with ethyl acetate, the organic phases washed with brine and dried over sodium sulphate. After removal of the solvent thin layer chromatography on silica ... The product is ClC1=C(C=CC(=C1F)OC)C(C(C(F)(F)F)(O)CSCC)NC1=C2C=CC(NC2=CC(=C1)F)=O (5-{[1-(2-Chloro-3-fluoro-4-methoxyphenyl)-2-([ethylsulfanyl]methyl)-3,3,3-trifluoro-2-hydroxypropyl]amino}-7-fluoro-1H-quinolin-2-one). The reactants are O (water), ClC1=C(C=CC(=C1F)OC)C(C1(OC1)C(F)(F)F)NC1=C2C=CC(NC2=CC(=C1)F)=O (5-{[(2-chloro-3-fluoro-4-methoxyphenyl)(2-trifluoromethyl-oxiranyl)methyl]amino}-7-fluoro-1H-quinolin-2-on), C(=O)([O-])[O-].[Cs+].[Cs+] (Cs2CO3), C(C)S (ethyl mercaptan). Solvent: CN(C)C=O (DMF), CN(C)C=O (DMF). RXN SMILES: [Cl:1][C:2]1[C:7]([F:8])=[C:6]([O:9][CH3:10])[CH:5]=[CH:4][C:3]=1[CH:11]([NH:19][C:20]1[CH:29]=[C:28]([F:30])[CH:27]=[C:26]2[C:21]=1[CH:22]=[CH:23][C:24](=[O:31])[NH:25]2)[C:12]1([C:15]([F:18])([F:17])[F:16])[CH2:14][O:13]1.C([O-])([O-])=O.[Cs+].[Cs+].[CH2:38]([SH:40])[CH3:39].O>CN(C=O)C>[Cl:1][C:2]1[C:7]([F:8])=[C:6]([O:9][CH3:10])[CH:5]=[CH:4][C:3]=1[CH:11]([NH:19][C:20]1[CH:29]=[C:28]([F:30])[CH:27]=[C:26]2[C:21]=1[CH:22]=[CH:23][C:24](=[O:31])[NH:25]2)[C:12]([CH2:14][S:40][CH2:38][CH3:39])([OH:13])[C:15]([F:16])([F:17])[F:18] |f:1.2.3|. Starting materials: Cn1cc(-c2cn(S(=O)(=O)c3ccccc3)c3ncc(C4=CCCCC4)cc23)cn1, CO, [OH-], [OH-], [Pd+2], c1cnc2[nH]ccc2c1. The product is Cn1cc(-c2cn(S(=O)(=O)c3ccccc3)c3ncc(C4CCCCC4)cc23)cn1. Reaction SMILES: [C:1]1([c:7]2[cH:8][c:9]3[c:10]([n:11][cH:12]2)[n:13]([S:22](=[O:23])(=[O:24])[c:25]2[cH:26][cH:27][cH:28][cH:29][cH:30]2)[cH:14][c:15]3-[c:16]2[cH:17][n:18][n:19]([CH3:21])[cH:20]2)=[CH:2][CH2:3][CH2:4][CH2:5][CH2:6]1.[CH3:40][OH:41].[OH-:42].[OH-:43].[Pd+2:44].[nH:31]1[c:32]2[c:33]([cH:34][cH:35][cH:36][n:37]2)[cH:38][cH:39]1>>[CH:1]1([c:7]2[cH:8][c:9]3[c:10]([n:11][cH:12]2)[n:13]([S:22](=[O:23])(=[O:24])[c:25]2[cH:26][cH:27][cH:28][cH:29][cH:30]2)[cH:14][c:15]3-[c:16]2[cH:17][n:18][n:19]([CH3:21])[cH:20]2)[CH2:2][CH2:3][CH2:4][CH2:5][CH2:6]1. Reactants: O (water), CC=1NC(=C(C(C1C(=O)OCOC(C(C)(C)C)=O)C)C(=O)OCOC(C(C)(C)C)=O)C (bis(pivaloyloxymethyl) 1,4-dihydro -2,4,6-trimethyl-3,5-pyridinedicarboxylate). The solvent is C(C)(C)OC(C)C (isopropyl ether). Yields the product CC=1NC(=C(C(C1C(=O)O)C)C(=O)OCOC(C(C)(C)C)=O)C ((+)-1,4-dihydro -2,4,6-trimethyl-5-pivaloyloxymethoxycarbonyl -3-pyridinecarboxylic acid). Yield: 75.8%. As a reaction SMILES: O.[CH3:2][C:3]1[NH:4][C:5]([CH3:32])=[C:6]([C:21]([O:23][CH2:24][O:25][C:26](=[O:31])[C:27]([CH3:30])([CH3:29])[CH3:28])=[O:22])[CH:7]([CH3:20])[C:8]=1[C:9]([O:11]COC(=O)C(C)(C)C)=[O:10]>C(OC(C)C)(C)C>[CH3:2][C:3]1[NH:4][C:5]([CH3:32])=[C:6]([C:21]([O:23][CH2:24][O:25][C:26](=[O:31])[C:27]([CH3:30])([CH3:29])[CH3:28])=[O:22])[CH:7]([CH3:20])[C:8]=1[C:9]([OH:11])=[O:10]. Procedure details: In 30 ml of isopropyl ether saturated with water was dissovled 1.32 g of the bis(pivaloyloxymethyl) 1,4-dihydro -2,4,6-trimethyl-3,5-pyridinedicarboxylate obtained in Example 18, and 300 mg of Lipase B was added thereto, followed by stirring at room temperature for 8 horus. Any insoluble matter was removed by filtration and washed with acetone. The filtrate was concentrated under reduce dpressure. The residue was subjected to silica gel column chromatography (ethyl acetate/hexane=1/3) to obtain ...